This data is from the Open Reaction Database (ORD), a public repository of structured organic reaction records. The task is: describe an organic reaction: reactants, conditions, products, and yield Starting materials: CCOCC (Et2O), C(C)(C)(C)OC(C(C(=O)OC(C)(C)C)C1=C(C=C(C=C1)Br)N)=O (2-(2-Amino-4-bromo-phenyl)-malonic acid di-tert-butyl ester), N1=CC=C(C2=CC=CC=C12)C=O (4-quinolinecarboxaldehyde), C(C)(=O)O[BH-](OC(C)=O)OC(C)=O.[Na+] (sodium triacetoxyborohydride). Solvent: C(=O)(C(F)(F)F)O (TFA), C(C)[SiH](CC)CC (triethylsilane), CC(=O)O (AcOH). Reaction conditions: time 30 minute. Product: BrC1=CC=C2CC(N(C2=C1)CC1=CC=NC2=CC=CC=C12)=O (6-Bromo-1-quinolin-4-ylmethyl-1,3-dihydro-indol-2-one). RXN SMILES: C(OC(=O)[CH:7]([C:15]1[CH:20]=[CH:19][C:18]([Br:21])=[CH:17][C:16]=1[NH2:22])[C:8]([O:10]C(C)(C)C)=O)(C)(C)C.[N:24]1[C:33]2[C:28](=[CH:29][CH:30]=[CH:31][CH:32]=2)[C:27]([CH:34]=O)=[CH:26][CH:25]=1.C(O[BH-](OC(=O)C)OC(=O)C)(=O)C.[Na+].CCOCC>CC(O)=O.C(O)(C(F)(F)F)=O.C([SiH](CC)CC)C>[Br:21][C:18]1[CH:17]=[C:16]2[C:15]([CH2:7][C:8](=[O:10])[N:22]2[CH2:34][C:27]2[C:28]3[C:33](=[CH:32][CH:31]=[CH:30][CH:29]=3)[N:24]=[CH:25][CH:26]=2)=[CH:20][CH:19]=1 |f:2.3|. Procedure details: 2-(2-Amino-4-bromo-phenyl)-malonic acid di-tert-butyl ester (1.93 g, 5.0 mmol) and 4-quinolinecarboxaldehyde (890 mg, 5.50 mmol) were dissolved in 20 ml of AcOH under an atmosphere of dry N2. To this solution was added 95% NaHB(OAc)3 (1.45 g, 6.5 mmol) and the solution was stirred for 30 minutes. The reaction mixture was concentrated under vacuum and then stirred in 60 ml of a 1:1 solution of DCM/water. To this mixture was slowly added NaHCO3 until the pH˜8. The DCM layer was then washed with sa... Starting materials: CCO, Cl, [Na+], C1CCOC1, [OH-], CCOC(=O)CCc1cn(Cc2ccc(OCc3csc(-c4cnccn4)n3)cc2)cc1-c1ccccc1. Yields the product O=C(O)CCc1cn(Cc2ccc(OCc3csc(-c4cnccn4)n3)cc2)cc1-c1ccccc1. Reaction SMILES: [CH3:47][CH2:48][OH:49].[ClH:46].[Na+:40].[O:41]1[CH2:42][CH2:43][CH2:44][CH2:45]1.[OH-:39].[c:1]1(-[c:7]2[c:8]([CH2:32][CH2:33][C:34](=[O:35])[O:36][CH2:37][CH3:38])[cH:9][n:10]([CH2:12][c:13]3[cH:14][cH:15][c:16]([O:19][CH2:20][c:21]4[n:22][c:23](-[c:26]5[n:27][cH:28][cH:29][n:30][cH:31]5)[s:24][cH:25]4)[cH:17][cH:18]3)[cH:11]2)[cH:2][cH:3][cH:4][cH:5][cH:6]1>>[c:1]1(-[c:7]2[c:8]([CH2:32][CH2:33][C:34](=[O:35])[OH:36])[cH:9][n:10]([CH2:12][c:13]3[cH:14][cH:15][c:16]([O:19][CH2:20][c:21]4[n:22][c:23](-[c:26]5[n:27][cH:28][cH:29][n:30][cH:31]5)[s:24][cH:25]4)[cH:17][cH:18]3)[cH:11]2)[cH:2][cH:3][cH:4][cH:5][cH:6]1. Starting materials: N1C=CC=2C1=NC=CC2NC2=CC=C(C=C2)N (N-1H-pyrrolo[2,3-b]pyridin-4-ylbenzene-1,4-diamine), [OH-].[Na+] (sodium hydroxide), ClC1=NC(=NC(=C1)Cl)N (4,6-dichloropyrimidine-2-amine), Cl (hydrochloric acid). Solvent: O (water). Reaction conditions: temperature 100 celsius. The product is ClC1=CC(=NC(=N1)N)NC1=CC=C(C=C1)NC1=C2C(=NC=C1)NC=C2 (6-Chloro-N4-[4-(1H-pyrrolo[2,3-b]pyridin-4-ylamino)phenyl]pyrimidine-2,4-diamine). RXN SMILES: [NH:1]1[C:5]2=[N:6][CH:7]=[CH:8][C:9]([NH:10][C:11]3[CH:16]=[CH:15][C:14]([NH2:17])=[CH:13][CH:12]=3)=[C:4]2[CH:3]=[CH:2]1.[Cl:18][C:19]1[CH:24]=[C:23](Cl)[N:22]=[C:21]([NH2:26])[N:20]=1.Cl.[OH-].[Na+]>O>[Cl:18][C:19]1[N:20]=[C:21]([NH2:26])[N:22]=[C:23]([NH:17][C:14]2[CH:15]=[CH:16][C:11]([NH:10][C:9]3[CH:8]=[CH:7][N:6]=[C:5]4[NH:1][CH:2]=[CH:3][C:4]=34)=[CH:12][CH:13]=2)[CH:24]=1 |f:3.4|. Reported procedure: 125 mg (0.56 mmol) of N-1H-pyrrolo[2,3-b]pyridin-4-ylbenzene-1,4-diamine and 118 mg (0.72 mmol) of 4,6-dichloropyrimidine-2-amine are suspended in 5 ml of water. 0.72 ml of 1 M hydrochloric acid are added, and the mixture is heated at 100° C. overnight. Using 1N aqueous sodium hydroxide solution, the suspension is then adjusted to pH 10, resulting in the precipitation of crystals. The solid is filtered off and washed with water. The crude product is purified by column chromatography on silica ge... Reactants: C1CCOC1, Cc1noc2nc(C(N=[N+]=[N-])C(C)C)n(Cc3ccccc3)c(=O)c12, O, c1ccc(P(c2ccccc2)c2ccccc2)cc1. The product is Cc1noc2nc(C(N)C(C)C)n(Cc3ccccc3)c(=O)c12. As a reaction SMILES: [CH2:46]1[O:47][CH2:48][CH2:49][CH2:50]1.[N:1](=[N+:2]=[N-:3])[CH:4]([CH:5]([CH3:6])[CH3:7])[c:8]1[n:9]([CH2:19][c:20]2[cH:21][cH:22][cH:23][cH:24][cH:25]2)[c:10](=[O:18])[c:11]2[c:12]([n:13]1)[o:14][n:15][c:16]2[CH3:17].[OH2:45].[c:26]1([P:27]([c:28]2[cH:29][cH:30][cH:31][cH:32][cH:33]2)[c:34]2[cH:35][cH:36][cH:37][cH:38][cH:39]2)[cH:40][cH:41][cH:42][cH:43][cH:44]1>>[NH2:1][CH:4]([CH:5]([CH3:6])[CH3:7])[c:8]1[n:9]([CH2:19][c:20]2[cH:21][cH:22][cH:23][cH:24][cH:25]2)[c:10](=[O:18])[c:11]2[c:12]([n:13]1)[o:14][n:15][c:16]2[CH3:17]. Starting materials: N1(CCCCCC1)NC1=NC(=NC(=N1)NC1=CC(=C(C=C1)OC)Cl)Cl (N-Azepan-yl-6-chloro-N′-(3-chloro-4-methoxy-phenyl)-[1,3,5]triazine-2,4-diamine), CN1CCC(CC1)NC (N-methyl-4(methylamino)piperidine), CCN(C(C)C)C(C)C (DIEA). Run in C1CCOC1 (THF), C1CCOC1 (THF), C(C)#N (acetonitrile). The product is [OH-].[NH4+] (ammonium hydroxide), N1(CCCCCC1)NC1=NC(=NC(=N1)NC1=CC(=C(C=C1)OC)Cl)NC1CCN(CC1)C (N-Azepan-1-yl-N′-(3-chloro-4-methoxy-phenyl)-N″-(1-methyl-piperidin-4-yl)-[1,3,5]triazine-2,4,6-triamine). The yield is 56.4%. Reaction SMILES: [N:1]1([NH:8][C:9]2[N:14]=[C:13]([NH:15][C:16]3[CH:21]=[CH:20][C:19]([O:22][CH3:23])=[C:18]([Cl:24])[CH:17]=3)[N:12]=[C:11](Cl)[N:10]=2)[CH2:7][CH2:6][CH2:5][CH2:4][CH2:3][CH2:2]1.[CH3:26][N:27]1[CH2:32][CH2:31][CH:30]([NH:33]C)[CH2:29][CH2:28]1.CCN(C(C)C)C(C)C>C1COCC1.C(#N)C>[OH-:22].[NH4+:1].[N:1]1([NH:8][C:9]2[N:14]=[C:13]([NH:15][C:16]3[CH:21]=[CH:20][C:19]([O:22][CH3:23])=[C:18]([Cl:24])[CH:17]=3)[N:12]=[C:11]([NH:33][CH:30]3[CH2:31][CH2:32][N:27]([CH3:26])[CH2:28][CH2:29]3)[N:10]=2)[CH2:7][CH2:6][CH2:5][CH2:4][CH2:3][CH2:2]1 |f:5.6|. Procedure: To 152 (0.2007 g, 0.5 mmol) dissolved in THF (10 mL) was added a solution of N-methyl-4(methylamino)piperidine (0.07 mL, 0.5 mmol) in THF (1 mL) followed by the addition of DIEA (1.0 mL, 0.55 mmol) in acetonitrile (1 mL). The reaction mixture was allowed to stir at reflux overnight under nitrogen. The reaction mixture was extracted 3 times with dichloromethane; the combined organic layers were washed with brine and dried over potassium carbonate. The sample was concentrated on a rotary evaporato... Reactants: C1=CC2=C3C(=CC4=CC=CC5=CC=C1C3=C45)C(C2=O)=O (cyclopenta[cd]pyrene-3,4-dione), C1(=CC=CC=C1)CC(=O)CC1=CC=CC=C1 (1,3-diphenylacetone), C(C)O.C1(=CC=CC=C1)C (ethanol toluene), [OH-].[K+] (potassium hydroxide). Conditions: temperature 50 celsius. The product is C1(=CC=CC=C1)C1=CC=C2C1=C1C(C(=C3C=CC=4C=CC=C5C=C2C1=C3C54)C5=CC=CC=C5)=O (9,11-diphenyl-10H-pentaleno[1,2,3-cd]pyren-10-one). Reaction SMILES: C1C2[C:15]3=[C:16]4[C:11](=CC=2)[CH:10]=[CH:9][CH:8]=[C:7]4[CH:6]=[C:5]2[C:17](=[O:20])[C:18](=O)[C:3](=[C:4]23)C=1.[C:21]1([CH2:27][C:28]([CH2:30][C:31]2[CH:36]=[CH:35][CH:34]=[CH:33][CH:32]=2)=O)[CH:26]=[CH:25][CH:24]=[CH:23]C=1.[OH-].[K+].C(O)C.[C:42]1(C)[CH:47]=[CH:46][CH:45]=[CH:44][CH:43]=1>>[C:31]1([C:30]2[C:3]3=[C:18]4[C:25]5=[C:24]6[C:23]7[C:15]([CH:4]=[C:26]5[C:21]3=[CH:27][CH:28]=2)=[CH:16][CH:11]=[CH:10][C:9]=7[CH:8]=[CH:7][C:6]6=[C:5]([C:42]2[CH:47]=[CH:46][CH:45]=[CH:44][CH:43]=2)[C:17]4=[O:20])[CH:32]=[CH:33][CH:34]=[CH:35][CH:36]=1 |f:2.3,4.5|. Procedure: Next, 3 g (11 mmol) of cyclopenta[cd]pyrene-3,4-dione and 2.3 g (11 mmol) of 1,3-diphenylacetone were added to 300 mL of an ethanol/toluene (10/1) solution. Under stirring, 52 mL of 6 N aqueous potassium hydroxide was added dropwise thereto. After the completion of the dropwise addition, the mixture was heated to 50° C., stirred for 1 hour, and cooled. The resulting precipitate was filtered, washed with water, ethanol, and isopropyl alcohol, in that order, and dried by heating under reduced pres...